Dataset: the Open Reaction Database (ORD), a public repository of structured organic reaction records. Task: describe an organic reaction: reactants, conditions, products, and yield The reactants are COC(=O)C(CC1CCCO1)c1ccc(SC)cc1, CO, [Li+], [OH-]. Yields the product CSc1ccc(C(CC2CCCO2)C(=O)O)cc1. As a reaction SMILES: [CH3:1][O:2][C:3]([CH:4]([CH2:5][CH:6]1[O:7][CH2:8][CH2:9][CH2:10]1)[c:11]1[cH:12][cH:13][c:14]([S:17][CH3:18])[cH:15][cH:16]1)=[O:19].[CH3:22][OH:23].[Li+:20].[OH-:21]>>[O:2]=[C:3]([CH:4]([CH2:5][CH:6]1[O:7][CH2:8][CH2:9][CH2:10]1)[c:11]1[cH:12][cH:13][c:14]([S:17][CH3:18])[cH:15][cH:16]1)[OH:19].